Dataset: the Open Reaction Database (ORD), a public repository of structured organic reaction records. Task: describe an organic reaction: reactants, conditions, products, and yield Starting materials: product, C(C)(=O)O[C@@H](C#CCN(C#N)CCCCCCC(=O)OCC)CCCCC (ethyl 7-[N-(4(R)-acetoxy-2-nonynyl)cyanamido]-heptanoate), ClCCCC(CCCCC)OC(C)=O (1-chloro-4-acetoxynonane), BrCC#C[C@@H](CCCCC)OC(C)=O (1-bromo-4(R)-acetoxy-2-nonyne). Yields the product O[C@@H](C#CCN(C#N)CCCCCCC(=O)O)CCCCC (7-[N-(4-(R)-hydroxy-2-nonynyl)cyanamido]heptanoic acid), O[C@@H](C#CCN(C(=O)N)CCCCCCC(=O)O)CCCCC (7-[1-(4(R)-hydroxy-2-nonynyl)ureido]heptanoic acid). As a reaction SMILES: ClCCCC([O:11]C(=O)C)CCCCC.BrCC#C[C@H](OC(=O)C)CCCCC.C([O:32][C@H:33]([CH2:51][CH2:52][CH2:53][CH2:54][CH3:55])[C:34]#[C:35][CH2:36][N:37]([CH2:40][CH2:41][CH2:42][CH2:43][CH2:44][CH2:45][C:46]([O:48]CC)=[O:47])[C:38]#[N:39])(=O)C>>[OH:32][C@H:33]([CH2:51][CH2:52][CH2:53][CH2:54][CH3:55])[C:34]#[C:35][CH2:36][N:37]([CH2:40][CH2:41][CH2:42][CH2:43][CH2:44][CH2:45][C:46]([OH:48])=[O:47])[C:38]#[N:39].[OH:32][C@H:33]([CH2:51][CH2:52][CH2:53][CH2:54][CH3:55])[C:34]#[C:35][CH2:36][N:37]([CH2:40][CH2:41][CH2:42][CH2:43][CH2:44][CH2:45][C:46]([OH:48])=[O:47])[C:38]([NH2:39])=[O:11]. Procedure details: The synthesis of this compound is carried out as described in Example 1 except that, in Step A, the 1-chloro-4-acetoxynonane is replaced by an equimolar amount of 1-bromo-4(R)-acetoxy-2-nonyne (Example J). The product of Step A is thus ethyl 7-[N-(4(R)-acetoxy-2-nonynyl)cyanamido]-heptanoate. The subsequent steps yield 7-[N-(4-(R)-hydroxy-2-nonynyl)cyanamido]heptanoic acid (B), and 7-[1-(4(R)-hydroxy-2-nonynyl)ureido]heptanoic acid (C). The product of Step C is hydrogenated over a platinum on ch... The reactants are CC(C)(C1=CC=CC=C1)N1N=C(N=N1)C1=C(C=CC(=C1)C=O)C1=CC=CC=C1 ([2-(1-methyl-1-phenylethyl)-2H-tetrazol-5-yl]biphenyl-4-carbaldehyde), [BH4-].[Na+] (sodium borohydride), C(C)O (ethanol), O (water). Run at time 1 hour. The product is CC(C)(C1=CC=CC=C1)N1N=C(N=N1)C1=C(C=CC=C1)C1=CC=C(C=C1)CO (2'-[2-(1-methyl-1-phenylethyl)-2H-tetrazol-5-yl]biphenyl-4-methanol). RXN SMILES: [CH3:1][C:2]([N:10]1[N:14]=[N:13][C:12]([C:15]2[CH:20]=[C:19](C=O)[CH:18]=[CH:17][C:16]=2[C:23]2[CH:28]=[CH:27][CH:26]=[CH:25][CH:24]=2)=[N:11]1)([C:4]1[CH:9]=[CH:8][CH:7]=[CH:6][CH:5]=1)[CH3:3].[BH4-].[Na+].O.[CH2:32]([OH:34])C>>[CH3:3][C:2]([N:10]1[N:14]=[N:13][C:12]([C:15]2[CH:20]=[CH:19][CH:18]=[CH:17][C:16]=2[C:23]2[CH:28]=[CH:27][C:26]([CH2:32][OH:34])=[CH:25][CH:24]=2)=[N:11]1)([C:4]1[CH:9]=[CH:8][CH:7]=[CH:6][CH:5]=1)[CH3:1] |f:1.2|. Procedure details: A solution of 2,-[2-(1-methyl-1-phenylethyl)-2H-tetrazol-5-yl]biphenyl-4-carbaldehyde (0.62 g, 1.7 mmol), prepared as in Example 8 or 9, and sodium borohydride in 30 mL of absolute ethanol was stirred at room temperature for 1 hour. The mixture poured into 150 mL of water and the mixture was extracted with ethyl acetate. The ethyl acetate layer was dried over magnesium sulfate and then concentrated. The residue was dissolved in approximately 10 mL of absolute diethyl ether and the solution was c...